Dataset: the Open Reaction Database (ORD), a public repository of structured organic reaction records. Task: describe an organic reaction: reactants, conditions, products, and yield Run in C1(=CC=CC=C1)C (toluene). Conditions: time 1.5 hour. Yield: 81.7%. The product is C(C)OC(CC(CC(C)C)=O)=O (5-methyl-3-oxohexanoic acid ethyl ester). Reactants: C(C)OC(CC(=O)C)=O (acetoacetic acid ethyl ester), O (water), O (water), N1CCCC1 (pyrrolidine), O (water). Procedure: 26 g of acetoacetic acid ethyl ester and 15 g of pyrrolidine were boiled in 70 ml of toluene on a water separator until the theoretical quantity of water was separated. The solution was added drop by drop at -40° C. to a suspension of 8.6 g of sodium amide in 300 ml of liquid ammonia. By heating to room temperature, the ammonia was removed. After the reaction solution had been cooled again to 0° C., isopropyl iodide dissolved in 100 ml of toluene was added at the same temperature. The solution w... RXN SMILES: [CH2:1]([O:3][C:4](=[O:9])[CH2:5][C:6]([CH3:8])=[O:7])[CH3:2].N1C[CH2:13][CH2:12][CH2:11]1.O>C1(C)C=CC=CC=1>[CH2:1]([O:3][C:4](=[O:9])[CH2:5][C:6](=[O:7])[CH2:8][CH:12]([CH3:13])[CH3:11])[CH3:2]. The yield is 65.3%. Reaction SMILES: [Cl:1][C:2]1[C:7]2[C:8](=[O:22])[N:9]3[CH2:21][CH2:20][C@H:10]3[C:11]3[N:12]([CH:13]=[N:14][C:15]=3[C:16]([NH:18][NH2:19])=[O:17])[C:6]=2[CH:5]=[CH:4][CH:3]=1.[Cl:23][CH2:24][C:25](OC(=O)CCl)=O>CN(C)C=O>[Cl:1][C:2]1[C:7]2[C:8](=[O:22])[N:9]3[CH2:21][CH2:20][C@H:10]3[C:11]3[N:12]([CH:13]=[N:14][C:15]=3[C:16]3[O:17][C:25]([CH2:24][Cl:23])=[N:19][N:18]=3)[C:6]=2[CH:5]=[CH:4][CH:3]=1. Starting materials: ClC1=CC=CC2=C1C(N1[C@H](C=3N2C=NC3C(=O)NN)CC1)=O ((S)-8-chloro-9-oxo-12,12a-dihydro-9H,11H-azeto[2,1-c]-imidazo[1,5-a][1,4]benzodiazepine-1-carboxylic acid hydrazide), ClCC(=O)OC(CCl)=O (chloroacetic anhydride). Reaction conditions: time 48 hour. Yields the product ClC1=CC=CC2=C1C(N1[C@H](C=3N2C=NC3C=3OC(=NN3)CCl)CC1)=O ((S)-8-chloro-1-(5-chloromethyl-1,3,4-oxadiazol-2-yl)-12,12a-dihydro-9H,11H-azeto[2,1-c]imidazo[1,5-a][1,4]benzodiazepin-9-one). Solvent: CN(C=O)C (N,N-dimethylformamide). Procedure details: 4.4 g (13.8 mmol) of (S)-8-chloro-9-oxo-12,12a-dihydro-9H,11H-azeto[2,1-c]-imidazo[1,5-a][1,4]benzodiazepine-1-carboxylic acid hydrazide were stirred at room temperature overnight in 30 ml of N,N-dimethylformamide with 2.65 g (15.5 mmol) of chloroacetic anhydride. After evaporating the solvent the residue was stirred at room temperature for 48 hours with 20 ml of a 10% solution of phosphorus pentoxide in methanesulphonic acid. The reaction mixture was treated with ice, made alkaline with conc. s... Reactants: CCOCC, CS(C)=O, [H-], Nc1cc(Cl)ccn1, COc1cc(O)ccc1N, [Na+]. Product: COc1cc(Oc2ccnc(N)c2)ccc1N. Reaction SMILES: [CH3:21][CH2:22][O:23][CH2:24][CH3:25].[CH3:26][S:27](=[O:28])[CH3:29].[H-:11].[NH2:13][c:14]1[n:15][cH:16][cH:17][c:18]([Cl:20])[cH:19]1.[NH2:1][c:2]1[c:3]([O:9][CH3:10])[cH:4][c:5]([OH:8])[cH:6][cH:7]1.[Na+:12]>>[NH2:1][c:2]1[c:3]([O:9][CH3:10])[cH:4][c:5]([O:8][c:18]2[cH:17][cH:16][n:15][c:14]([NH2:13])[cH:19]2)[cH:6][cH:7]1. The reactants are C(C)OC(C(C(=O)OCC)NC=1C=NC(=CC1)OC=1C=C2C=NN(C2=CC1)C)=O (2-[6-(1-Methyl-1H-indazol-5-yloxy)-pyridin-3-ylamino]-malonic acid diethyl ester), CN(C1=CC=CC=C1)C (N,N-dimethylaniline), NC=1C=CC(=NC1)OC=1C=C2C=NN(C2=CC1)C (5-(5-Amino-pyridin-2-yloxy)-1-methyl-1H-indazole), BrCCC(C(=O)[O-])(C(=O)[O-])CC (bromodiethylmalonate). Conditions: temperature 70 celsius. Product: CN1N=CC2=CC(=CC=C12)OC1=CC=C(C=N1)N1CCCC12C(NC(NC2=O)=O)=O (1-[6-(1-METHYL-1H-INDAZOL-5-YLOXY)-PYRIDIN-3-YL]-1,7,9-TRIAZA-SPIRO[4.5]DECANE-6,8,10-TRIONE). As a reaction SMILES: C([O:3][C:4](=O)[CH:5]([NH:11][C:12]1[CH:13]=[N:14][C:15]([O:18][C:19]2[CH:20]=[C:21]3[C:25](=[CH:26][CH:27]=2)[N:24]([CH3:28])[N:23]=[CH:22]3)=[CH:16][CH:17]=1)[C:6](OCC)=[O:7])C.NC1C=C[C:34]([O:37]C2C=C3C(=CC=2)N(C)N=C3)=[N:35]C=1.BrCC[C:51]([CH2:58][CH3:59])(C([O-])=O)C([O-])=O.C[N:61](C)C1C=CC=CC=1>>[CH3:28][N:24]1[C:25]2[C:21](=[CH:20][C:19]([O:18][C:15]3[N:14]=[CH:13][C:12]([N:11]4[C:5]5([C:6](=[O:7])[NH:61][C:34](=[O:37])[NH:35][C:4]5=[O:3])[CH2:51][CH2:58][CH2:59]4)=[CH:17][CH:16]=3)=[CH:27][CH:26]=2)[CH:22]=[N:23]1. Procedure: 2-[6-(1-Methyl-1H-indazol-5-yloxy)-pyridin-3-ylamino]-malonic acid diethyl ester can be prepared by combining 5-(5-Amino-pyridin-2-yloxy)-1-methyl-1H-indazole (11.4 mmol), bromodiethylmalonate (11.4 mmol), and N,N-dimethylaniline (11.4 mmol) in a flame dried flask and heated to 70° C. for 3.5 hours. The mixture is cooled to room temperature, adsorbed to silica gel and chromatographed (gradient elution, ethyl acetate-hexanes) to afford the title compound. Reactants: CC(C)(C)OC(=O)N1CCN(c2ncccc2C(F)(F)F)CC1, ClCCl, O=C(O)C(F)(F)F. The product is FC(F)(F)c1cccnc1N1CCNCC1. As a reaction SMILES: [C:1]([O:2][C:3](=[O:4])[N:8]1[CH2:9][CH2:10][N:11]([c:14]2[n:15][cH:16][cH:17][cH:18][c:19]2[C:20]([F:21])([F:22])[F:23])[CH2:12][CH2:13]1)([CH3:5])([CH3:6])[CH3:7].[Cl:31][CH2:32][Cl:33].[F:24][C:25]([F:26])([F:27])[C:28]([OH:29])=[O:30]>>[NH:8]1[CH2:9][CH2:10][N:11]([c:14]2[n:15][cH:16][cH:17][cH:18][c:19]2[C:20]([F:21])([F:22])[F:23])[CH2:12][CH2:13]1. The reactants are CC#N, O=C[O-], NC=O, C=CC1CCc2nc[nH]c(=O)c21, [K+], CC(C)(C)OC(=O)N1CCNCC1, C=CC1CCC(N)=C1C(=O)OCC, [NH4+], [OH-], O, O=P(Cl)(Cl)Cl. Product: C=CC1CCc2ncnc(N3CCN(C(=O)OC(C)(C)C)CC3)c21. Reaction SMILES: [CH3:54][C:55]#[N:56].[CH:14]([O-:15])=[O:16].[CH:18]([NH2:19])=[O:20].[CH:21](=[CH2:22])[CH:23]1[CH2:24][CH2:25][c:26]2[n:27][cH:28][nH:29][c:30](=[O:32])[c:31]21.[K+:39].[N:40]1([C:46](=[O:47])[O:48][C:49]([CH3:50])([CH3:51])[CH3:52])[CH2:41][CH2:42][NH:43][CH2:44][CH2:45]1.[NH2:1][C:2]1=[C:8]([C:9]([O:10][CH2:11][CH3:12])=[O:13])[CH:5]([CH:6]=[CH2:7])[CH2:4][CH2:3]1.[NH4+:17].[OH-:38].[OH2:53].[P:33]([Cl:34])([Cl:35])([Cl:36])=[O:37]>>[CH:21](=[CH2:22])[CH:23]1[CH2:24][CH2:25][c:26]2[n:27][cH:28][n:29][c:30]([N:43]3[CH2:42][CH2:41][N:40]([C:46](=[O:47])[O:48][C:49]([CH3:50])([CH3:51])[CH3:52])[CH2:45][CH2:44]3)[c:31]21. Starting materials: COC=1C=C(C=CC1)SC=1C=CN2N=C(N(C(C21)=O)C2=CC=CC=C2)[C@H](C)NC(OC(C)(C)C)=O ((S)-tert-Butyl (1-(5-((3-methoxyphenyl)thio)-4-oxo-3-phenyl-3,4-dihydropyrrolo[2,1-f][1,2,4]triazin-2-yl)ethyl)carbamate), FC(C(=O)O)(F)F (trifluoroacetic acid). Yields the product N[C@@H](C)C1=NN2C(C(N1C1=CC=CC=C1)=O)=C(C=C2)SC2=CC(=CC=C2)OC ((S)-2-(1-Aminoethyl)-5-((3-methoxyphenyl)thio)-3-phenyl pyrrol o[2,1-f][1,2,4]triazin-4(3H)-one). Isolated yield 84.7%. Reaction SMILES: [CH3:1][O:2][C:3]1[CH:4]=[C:5]([S:9][C:10]2[CH:11]=[CH:12][N:13]3[C:18]=2[C:17](=[O:19])[N:16]([C:20]2[CH:25]=[CH:24][CH:23]=[CH:22][CH:21]=2)[C:15]([C@@H:26]([NH:28]C(=O)OC(C)(C)C)[CH3:27])=[N:14]3)[CH:6]=[CH:7][CH:8]=1.FC(F)(F)C(O)=O>>[NH2:28][C@H:26]([C:15]1[N:16]([C:20]2[CH:25]=[CH:24][CH:23]=[CH:22][CH:21]=2)[C:17](=[O:19])[C:18]2=[C:10]([S:9][C:5]3[CH:6]=[CH:7][CH:8]=[C:3]([O:2][CH3:1])[CH:4]=3)[CH:11]=[CH:12][N:13]2[N:14]=1)[CH3:27]. Procedure details: (S)-tert-Butyl (1-(5-((3-methoxyphenyl)thio)-4-oxo-3-phenyl-3,4-dihydropyrrolo[2,1-f][1,2,4]triazin-2-yl)ethyl)carbamate (154 mg, 0.31 mmol) was treated with trifluoroacetic acid (240 μl, 3.12 mmol) according to the method of Preparation 6 to obtain 103 mg (78% yield) of the title compound as an oil. Purity 92%. The reactants are O=C([O-])[O-], CN(C)C=O, C=C(C)CCl, [K+], [K+], COc1cc(C=O)ccc1O, O. Product: C=C(C)COc1ccc(C=O)cc1OC. RXN SMILES: [C:17](=[O:18])([O-:19])[O-:20].[CH3:24][N:25]([CH3:26])[CH:27]=[O:28].[Cl:12][CH2:13][C:14](=[CH2:15])[CH3:16].[K+:21].[K+:22].[O:1]=[CH:2][c:3]1[cH:4][c:5]([O:6][CH3:7])[c:8]([OH:9])[cH:10][cH:11]1.[OH2:23]>>[O:1]=[CH:2][c:3]1[cH:4][c:5]([O:6][CH3:7])[c:8]([O:9][CH2:15][C:14](=[CH2:13])[CH3:16])[cH:10][cH:11]1. Starting materials: C(=O)(OCC)C=1C=C2N(C(NC=3C=CC=CC23)C)C1 (2-Carbethoxy-5-methyl-5,6-dihydropyrrolo[1,2-c]quinazoline), ClC(=O)OCC (ethyl chloroformate), [OH-].[Na+] (NaOH). Run in CC(=O)C (acetone), O (H2O). The product is C(=O)(OCC)C=1C=C2N(C(N(C=3C=CC=CC23)C(=O)OCC)C)C1 (2,6-Dicarbethoxy-5-methyl-5,6-dihydropyrrolo[1,2-c]quinazoline). As a reaction SMILES: [C:1]([C:6]1[CH:7]=[C:8]2[C:17]3[CH:16]=[CH:15][CH:14]=[CH:13][C:12]=3[NH:11][CH:10]([CH3:18])[N:9]2[CH:19]=1)([O:3][CH2:4][CH3:5])=[O:2].Cl[C:21]([O:23][CH2:24][CH3:25])=[O:22].[OH-].[Na+]>CC(C)=O.O>[C:1]([C:6]1[CH:7]=[C:8]2[C:17]3[CH:16]=[CH:15][CH:14]=[CH:13][C:12]=3[N:11]([C:21]([O:23][CH2:24][CH3:25])=[O:22])[CH:10]([CH3:18])[N:9]2[CH:19]=1)([O:3][CH2:4][CH3:5])=[O:2] |f:2.3|. Procedure: A solution of the product of Example XXXVIII (3.0 g, 0.0117 m) and ethyl chloroformate (12.6 g, 0.117 m) in acetone (50 ml) and H2O (50 ml) was treated with NaOH (0.21 ml aq. 30%) and the mixture refluxed for 1 hr. The acetone was removed in vacuo and the aqueous residue cooled in ice-bath. A solid formed and this was filtered, washed with water, and dried in vacuo. The crude product (3.4 g) was crystallized from methanol (25 ml) to afford the desired product; m.p. 125°-127°.